This data is from the Open Reaction Database (ORD), a public repository of structured organic reaction records. The task is: describe an organic reaction: reactants, conditions, products, and yield Starting materials: CC(C)(CO)CO (neopentylglycol), O.C1(=CC=C(C=C1)S(=O)(=O)O)C (p-toluenesulfonic acid monohydrate), BrC=1C(=C(C=C(C1)Cl)C(C)=O)OCCBr (3′-bromo-2′-(2-bromoethoxy)-5′-chloroacetophenone), C(O)([O-])=O.[Na+] (sodium hydrogen carbonate). Run in C1(=CC=CC=C1)C (toluene), C(C)(=O)OCC (ethyl acetate). Product: BrC=1C(=C(C=C(C1)Cl)C1(OCC(CO1)(C)C)C)OCCBr (2-[3-Bromo-2-(2-bromoethoxy)-5-chlorophenyl]-2,5,5-trimethyl-1,3-dioxane). The yield is 63.0%. As a reaction SMILES: [Br:1][C:2]1[C:3]([O:12][CH2:13][CH2:14][Br:15])=[C:4]([C:9](=[O:11])[CH3:10])[CH:5]=[C:6]([Cl:8])[CH:7]=1.[CH3:16][C:17]([CH2:21]O)([CH2:19][OH:20])[CH3:18].O.C1(C)C=CC(S(O)(=O)=O)=CC=1.C(=O)([O-])O.[Na+]>C1(C)C=CC=CC=1.C(OCC)(=O)C>[Br:1][C:2]1[C:3]([O:12][CH2:13][CH2:14][Br:15])=[C:4]([C:9]2([CH3:10])[O:20][CH2:19][C:17]([CH3:21])([CH3:18])[CH2:16][O:11]2)[CH:5]=[C:6]([Cl:8])[CH:7]=1 |f:2.3,4.5|. Reported procedure: A solution of 3′-bromo-2′-(2-bromoethoxy)-5′-chloroacetophenone (Reference compound No. 4-1, 4.4 g, 10 mmol), neopentylglycol (1.2 g, 1.2 mmol) and p-toluenesulfonic acid monohydrate (0.22 g, 12 mmol) in anhydrous toluene (50 mL) was refluxed overnight. After cooling, ethyl acetate (50 mL) and saturated aqueous sodium hydrogen carbonate solution (100 mL) were added to the reaction mixture and the whole was partitioned. The organic layer was washed with brine (50 mL) and dried over anhydrous magn... Reactants: C(C)OC(C(CC1=NN(C(=C1)C1=CC=C(C=C1)NCC=C)C1=CC=C(C=C1)C)C=1C=C(C=CC1)C)=O (3-[5-(4-allylamino-phenyl)-1-p-tolyl-1H-pyrazol-3-yl]-2-m-tolyl-propionic acid ethyl ester), CS(=O)(=O)O (methanesulfonic acid). Reagents/catalysts: [Pd] (Pd/C). Run in C(C)O (ethanol). Conditions: temperature 65 celsius, time 2 hour. The product is N1=CC=CC2=CC(=CC=C12)C1=CC(=NN1C1=CC=C(C=C1)C)CC(C(=O)O)C=1C=C(C=CC1)C (3-(5-Quinolin-6-yl-1-p-tolyl-1H-pyrazol-3-yl)-2-m-tolyl-propionic acid), NC1=CC=C(C=C1)C1=CC(=NN1C1=CC=C(C=C1)C)CC(C(=O)O)C=1C=C(C=CC1)C (3-[5-(4-amino-phenyl)-1-p-tolyl-1H-pyrazol-3-yl]-2-m-tolyl-propionic acid). The yield is 35.0%. RXN SMILES: C([O:3][C:4](=[O:36])[CH:5]([C:29]1[CH:30]=[C:31]([CH3:35])[CH:32]=[CH:33][CH:34]=1)[CH2:6][C:7]1[CH:11]=[C:10]([C:12]2[CH:17]=[CH:16][C:15]([NH:18][CH2:19][CH:20]=[CH2:21])=[CH:14][CH:13]=2)[N:9]([C:22]2[CH:27]=[CH:26][C:25]([CH3:28])=[CH:24][CH:23]=2)[N:8]=1)C.CS(O)(=O)=O>C(O)C.[Pd]>[N:18]1[C:15]2[C:16](=[CH:17][C:12]([C:10]3[N:9]([C:22]4[CH:27]=[CH:26][C:25]([CH3:28])=[CH:24][CH:23]=4)[N:8]=[C:7]([CH2:6][CH:5]([C:29]4[CH:30]=[C:31]([CH3:35])[CH:32]=[CH:33][CH:34]=4)[C:4]([OH:3])=[O:36])[CH:11]=3)=[CH:13][CH:14]=2)[CH:21]=[CH:20][CH:19]=1.[NH2:18][C:15]1[CH:16]=[CH:17][C:12]([C:10]2[N:9]([C:22]3[CH:23]=[CH:24][C:25]([CH3:28])=[CH:26][CH:27]=3)[N:8]=[C:7]([CH2:6][CH:5]([C:29]3[CH:30]=[C:31]([CH3:35])[CH:32]=[CH:33][CH:34]=3)[C:4]([OH:36])=[O:3])[CH:11]=2)=[CH:13][CH:14]=1. Procedure details: To a solution of 3-[5-(4-allylamino-phenyl)-1-p-tolyl-1H-pyrazol-3-yl]-2-m-tolyl-propionic acid ethyl ester (Example 94, Step A; 70 mg, 0.15 mmol) in ethanol (1 mL) was added 10% Pd/C (26 mg) and methanesulfonic acid (0.01 mL, 0.15 mmol, 1 equiv). The mixture was stirred at 65° C. for 2 h. The catalyst was removed by filtering the reaction mixture through a CELITE® pad, and the pad was rinsed with EtOH (1.5 mL). The combined filtrates were concentrated under reduced pressure. The crude residue w... The reactants are CC#N, Nc1cc(C2CC2)[nH]n1, CCN(C(C)C)C(C)C, O=[N+]([O-])c1cnc(Cl)nc1Cl. Yields the product O=[N+]([O-])c1cnc(Cl)nc1Nc1cc(C2CC2)[nH]n1. As a reaction SMILES: [CH3:30][C:31]#[N:32].[CH:12]1([c:15]2[cH:16][c:17]([NH2:20])[n:18][nH:19]2)[CH2:13][CH2:14]1.[CH:21]([N:22]([CH:23]([CH3:24])[CH3:25])[CH2:26][CH3:27])([CH3:28])[CH3:29].[Cl:1][c:2]1[n:3][cH:4][c:5]([N+:9](=[O:10])[O-:11])[c:6]([Cl:8])[n:7]1>>[Cl:1][c:2]1[n:3][cH:4][c:5]([N+:9](=[O:10])[O-:11])[c:6]([NH:20][c:17]2[cH:16][c:15]([CH:12]3[CH2:13][CH2:14]3)[nH:19][n:18]2)[n:7]1.